The task is: describe an organic reaction: reactants, conditions, products, and yield. This data is from the Open Reaction Database (ORD), a public repository of structured organic reaction records. Reactants: C(C)OC(=O)C1=CC(=C2C(=C(C(=CN2C1=O)F)Cl)C)C1CC1 (8-chloro-1-cyclopropyl-7-fluoro-9-methyl-4-oxo-4H-quinolizine-3-carboxylic acid ethyl ester), C(=O)(O)[O-].[Na+] (NaHCO3), C(C)(C)(C)OC(=O)N[C@H](C)[C@@H]1CNCC1 ((3S,1R)-3-(1-(t-butoxycarbonylamino)ethyl)pyrrolidine). Solvent: C(C)#N (acetonitrile). Yields the product Cl.N[C@H](C)[C@@H]1CN(CC1)C=1C(=CN2C(C(=CC(=C2C1C)C1CC1)C(=O)O)=O)F ((3S, 1R)-8-(3-(1-Aminoethyl)pyrrolidinyl)-1-cyclopropyl-7-fluoro-9-methyl-4-oxo-4H-quinolizine-3-carboxylic acid hydrochloride). Reaction SMILES: C([O:3][C:4]([C:6]1[C:15](=[O:16])[N:14]2[C:9]([C:10]([CH3:19])=[C:11]([Cl:18])[C:12]([F:17])=[CH:13]2)=[C:8]([CH:20]2[CH2:22][CH2:21]2)[CH:7]=1)=[O:5])C.C([O-])(O)=O.[Na+].C(OC([NH:35][C@@H:36]([C@H:38]1[CH2:42][CH2:41][NH:40][CH2:39]1)[CH3:37])=O)(C)(C)C>C(#N)C>[ClH:18].[NH2:35][C@@H:36]([C@H:38]1[CH2:42][CH2:41][N:40]([C:11]2[C:12]([F:17])=[CH:13][N:14]3[C:9]([C:10]=2[CH3:19])=[C:8]([CH:20]2[CH2:21][CH2:22]2)[CH:7]=[C:6]([C:4]([OH:3])=[O:5])[C:15]3=[O:16])[CH2:39]1)[CH3:37] |f:1.2,5.6|. Procedure details: A 0.44 g sample of 8-chloro-1-cyclopropyl-7-fluoro-9-methyl-4-oxo-4H-quinolizine-3-carboxylic acid ethyl ester, from Example 253i above, and 1.51 g of NaHCO3 were dissolved in 40 mL of anhydrous acetonitrile, reacted with (3S,1R)-3-(1-(t-butoxycarbonylamino)ethyl)pyrrolidine (1.06 g, prepared as described by Schroeder et al., J. Heterocyclic Chem., 29:1481-1498 (1992)), and carried forward as described in Example 253k-l to give the title product. mp 235°-240° C. (dec.). MS 374 (M+H)+ ; 1H NMR (D... The reactants are BrCC=CC1=CC=CC=C1 (3-bromo-1-phenylprop-1-ene), CNCCO (2-(methylamino)ethanol). Product: CN(CC=CC1=CC=CC=C1)CCO (2-[N-Methyl-N-(3-phenylprop-2-enyl)amino]ethanol). As a reaction SMILES: Br[CH2:2][CH:3]=[CH:4][C:5]1[CH:10]=[CH:9][CH:8]=[CH:7][CH:6]=1.[CH3:11][NH:12][CH2:13][CH2:14][OH:15]>>[CH3:11][N:12]([CH2:13][CH2:14][OH:15])[CH2:2][CH:3]=[CH:4][C:5]1[CH:10]=[CH:9][CH:8]=[CH:7][CH:6]=1. Reported procedure: The title compound was prepared from 3-bromo-1-phenylprop-1-ene (0.77 g) and 2-(methylamino)ethanol (3.1 ml) by an analogous procedure to that described in preparation 1. The reactants are CCN(CC)C(=O)c1cccc2c(CC(C)N)c[nH]c12, CC#N, Clc1cccc(C2CO2)c1. Product: CCN(CC)C(=O)c1cccc2c(CC(C)NCC(O)c3cccc(Cl)c3)c[nH]c12. RXN SMILES: [CH2:1]([CH3:2])[N:3]([C:4](=[O:5])[c:6]1[cH:7][cH:8][cH:9][c:10]2[c:11]([CH2:15][CH:16]([CH3:17])[NH2:18])[cH:12][nH:13][c:14]12)[CH2:19][CH3:20].[CH3:31][C:32]#[N:33].[Cl:21][c:22]1[cH:23][c:24]([CH:25]2[CH2:26][O:27]2)[cH:28][cH:29][cH:30]1>>[CH2:1]([CH3:2])[N:3]([C:4](=[O:5])[c:6]1[cH:7][cH:8][cH:9][c:10]2[c:11]([CH2:15][CH:16]([CH3:17])[NH:18][CH2:26][CH:25]([c:24]3[cH:23][c:22]([Cl:21])[cH:30][cH:29][cH:28]3)[OH:27])[cH:12][nH:13][c:14]12)[CH2:19][CH3:20]. Starting materials: C(C)(C)(C)OC(=O)NC[C@H]1CC[C@H](CC1)C1=C(C(=O)[O-])C=CC(=C1)[N+](=O)[O-] (cis-4-[(tert-Butoxycarbonyl)aminomethyl]cyclohexyl-4-nitrobenzoate), [OH-].[Na+] (sodium hydroxide). Solvent: CO (methanol). Run at time 20 hour. Yields the product O[C@H]1CC[C@H](CC1)CNC(OC(C)(C)C)=O (tert-butyl N-[(cis-4-hydroxycyclohexyl)methyl]carbamate). The yield is 88.0%. RXN SMILES: [C:1]([O:5][C:6]([NH:8][CH2:9][C@@H:10]1[CH2:15][CH2:14][C@H:13](C2C=C([N+]([O-])=O)C=CC=2C([O-])=O)[CH2:12][CH2:11]1)=[O:7])([CH3:4])([CH3:3])[CH3:2].[OH-:28].[Na+]>CO>[OH:28][C@@H:13]1[CH2:14][CH2:15][C@H:10]([CH2:9][NH:8][C:6](=[O:7])[O:5][C:1]([CH3:4])([CH3:3])[CH3:2])[CH2:11][CH2:12]1 |f:1.2|. Procedure: cis-4-[(tert-Butoxycarbonyl)aminomethyl]cyclohexyl-4-nitrobenzoate (4.81 g, 12.7 mmol) was dissolved in methanol (345 mL) and sodium hydroxide (10.17 g, 254.2 mmol) was added. After 20 hours at room temperature, methanol was removed under vacuum. The residue was taken up in water and extracted with ethyl acetate. After drying the organic phase over sodium sulphate, and removing the drying agent and solvent residues under vacuum, the product was obtained at 88% yield (2.57 g), and was used withou... The reactants are N1(CCCC1)C(=O)C1=CC=C(C(=O)OC)C=C1 (methyl 4-(1-pyrrolidylcarbonyl)benzoate), CO (methanol), [OH-].[Na+] (sodium hydroxide), O (water). The solvent is O1CCCC1 (tetrahydrofuran). Yields the product N1(CCCC1)C(=O)C1=CC=C(C(=O)O)C=C1 (4-(1-pyrrolidylcarbonyl)benzoic acid). RXN SMILES: [N:1]1([C:6]([C:8]2[CH:17]=[CH:16][C:11]([C:12]([O:14]C)=[O:13])=[CH:10][CH:9]=2)=[O:7])[CH2:5][CH2:4][CH2:3][CH2:2]1.[OH-].[Na+].O.CO>O1CCCC1>[N:1]1([C:6]([C:8]2[CH:17]=[CH:16][C:11]([C:12]([OH:14])=[O:13])=[CH:10][CH:9]=2)=[O:7])[CH2:2][CH2:3][CH2:4][CH2:5]1 |f:1.2|. Reported procedure: 29.0 g (0.146 mol) of 4-chlorocarbonyl benzoic acid monomethyl ester, 14.2 g (200 mmol) of pyrrolidine and 21.0 g (208 mmol) of triethylamine were reacted in 350 ml of dichloromethane. After the treatment in an ordinary manner, methyl 4-(1-pyrrolidylcarbonyl)benzoate was obtained. 29.0 g of this ester compound was hydrolyzed with 12.0 g of sodium hydroxide in a mixed solvent comprising 70 ml of water, 70 ml of methanol and 70 ml of tetrahydrofuran. After the completion of the reaction, the solve... Reactants: CCO, Cl, [Na+], [OH-], O, O, CC(C#N)c1cncc(-c2nc(NCc3ccccn3)c3c(-c4ccccc4)cccc3n2)c1. The product is CC(C(=O)O)c1cncc(-c2nc(NCc3ccccn3)c3c(-c4ccccc4)cccc3n2)c1. As a reaction SMILES: [CH2:40]([OH:41])[CH3:42].[ClH:38].[Na+:36].[OH-:35].[OH2:37].[OH2:39].[c:1]1(-[c:7]2[c:8]3[c:9]([NH:27][CH2:28][c:29]4[n:30][cH:31][cH:32][cH:33][cH:34]4)[n:10][c:11](-[c:17]4[cH:18][c:19]([CH:23]([C:24]#[N:25])[CH3:26])[cH:20][n:21][cH:22]4)[n:12][c:13]3[cH:14][cH:15][cH:16]2)[cH:2][cH:3][cH:4][cH:5][cH:6]1>>[c:1]1(-[c:7]2[c:8]3[c:9]([NH:27][CH2:28][c:29]4[n:30][cH:31][cH:32][cH:33][cH:34]4)[n:10][c:11](-[c:17]4[cH:18][c:19]([CH:23]([C:24](=[O:35])[OH:37])[CH3:26])[cH:20][n:21][cH:22]4)[n:12][c:13]3[cH:14][cH:15][cH:16]2)[cH:2][cH:3][cH:4][cH:5][cH:6]1. The reactants are O[C@@H]1CC[C@H](CC1)NCC(=O)N(C)CC(OC)OC ((trans)-1-hydroxy-4-{[N-(2,2-dimethoxy-ethyl)-N-methyl-amino]-carbonylmethylamino}-cyclohexane), Cl (hydrochloric acid), [H][H] (hydrogen). The reagents and catalysts are [Pt] (platinum on charcoal). Run in CO (methanol), O (water). Run at temperature 50 celsius. Yields the product O[C@@H]1CC[C@H](CC1)N1CC(N(CC1)C)=O ((trans)-1-hydroxy-4-(4-methyl-3-oxo-piperazin-1-yl)-cyclohexane). RXN SMILES: [OH:1][C@H:2]1[CH2:7][CH2:6][C@H:5]([NH:8][CH2:9][C:10]([N:12]([CH2:14][CH:15](OC)OC)[CH3:13])=[O:11])[CH2:4][CH2:3]1.Cl.[H][H]>[Pt].CO.O>[OH:1][C@H:2]1[CH2:3][CH2:4][C@H:5]([N:8]2[CH2:15][CH2:14][N:12]([CH3:13])[C:10](=[O:11])[CH2:9]2)[CH2:6][CH2:7]1. Reported procedure: 82 g platinum on charcoal (5%) are added to a solution of 822 g (trans)-1-hydroxy-4-{[N-(2,2-dimethoxy-ethyl)-N-methyl-amino]-carbonylmethylamino}-cyclohexane in 4500 ml of methanol and 450 ml of water. After the addition of 499 ml concentrated hydrochloric acid hydrogenation with hydrogen is begun immediately. During the hydrogenation process the mixture is heated to 50° C. After 3 h it is filtered. Starting materials: C1(CCCC1)C(C(=O)O)O (cyclopentyl-α-hydroxyacetic acid), solid, Cl.N[C@@H](C)C(=O)C1(C(N(C2=C(N(C1=O)CC(C)(C)C)C=CC=C2)CC(C)(C)C)=O)N (3-(L-Alaninyl)-amino-2,4-dioxo-1,5-bis-(2,2-dimethylpropyl)-2,3,4,5-tetrahydro-1H-1,5-benzodiazepine Hydrochloride). The product is C1(CCCC1)C(C(=O)N[C@@H](C)C(=O)NC1C(N(C2=C(N(C1=O)CC(C)(C)C)C=CC=C2)CC(C)(C)C)=O)O (3-[N′-(Cyclopentyl-α-hydroxyacetyl)-L-alaninyl]amino-2,4-dioxo-1,5-bis-(2,2-dimethylpropyl)-2,3,4,5-tetrahydro-1H-1,5-benzodiazepine). RXN SMILES: [CH:1]1([CH:6]([OH:10])[C:7]([OH:9])=O)[CH2:5][CH2:4][CH2:3][CH2:2]1.Cl.N[C@H](C([C:17]1([NH2:40])[C:23](=[O:24])[N:22]([CH2:25][C:26]([CH3:29])([CH3:28])[CH3:27])[C:21]2[CH:30]=[CH:31][CH:32]=[CH:33][C:20]=2[N:19]([CH2:34][C:35]([CH3:38])([CH3:37])[CH3:36])[C:18]1=[O:39])=O)C>>[CH:1]1([CH:6]([OH:10])[C:7]([NH:40][C@H:17]([C:23]([NH:40][CH:17]2[C:18](=[O:39])[N:19]([CH2:34][C:35]([CH3:38])([CH3:37])[CH3:36])[C:20]3[CH:33]=[CH:32][CH:31]=[CH:30][C:21]=3[N:22]([CH2:25][C:26]([CH3:28])([CH3:27])[CH3:29])[C:23]2=[O:24])=[O:24])[CH3:18])=[O:9])[CH2:2][CH2:3][CH2:4][CH2:5]1 |f:1.2|. Procedure: Following General Procedure I above using cyclopentyl-α-hydroxyacetic acid (Example P) and 3-(L-alaninyl)-amino-2,4-dioxo-1,5-bis-(2,2-dimethylpropyl)-2,3,4,5-tetrahydro-1H-1,5-benzodiazepine hydrochloride (Example 8-V), the title compound was prepared as a white solid (melting point=119-129° C.). Purification was by flash chromatography eluting with CH2Cl2/EtOAc (1:1 gradient to 2:3). Rf=0.42 and 0.28 (CH2Cl2/EtOAc, 1:1). Starting materials: NC(CC(C(=O)OCC)C)C1=C(C=CC=C1OC)OC (ethyl 4-amino-4-(2,6-dimethoxyphenyl)-2-methylbutanoate), FCCOC=1C=C(C=O)C=CC1 (3-(2-fluoroethoxy)benzaldehyde). Product: COC1=C(C(=CC=C1)OC)C1CC(C(N1CC1=CC(=CC=C1)OCCF)=O)C (5-(2,6-dimethoxyphenyl)-1-(3-(2-fluoroethoxy)benzyl)-3-methylpyrrolidin-2-one). RXN SMILES: [NH2:1][CH:2]([C:11]1[C:16]([O:17][CH3:18])=[CH:15][CH:14]=[CH:13][C:12]=1[O:19][CH3:20])[CH2:3][CH:4]([CH3:10])[C:5]([O:7]CC)=O.[F:21][CH2:22][CH2:23][O:24][C:25]1[CH:26]=[C:27]([CH:30]=[CH:31][CH:32]=1)[CH:28]=O>>[CH3:18][O:17][C:16]1[CH:15]=[CH:14][CH:13]=[C:12]([O:19][CH3:20])[C:11]=1[CH:2]1[N:1]([CH2:28][C:27]2[CH:30]=[CH:31][CH:32]=[C:25]([O:24][CH2:23][CH2:22][F:21])[CH:26]=2)[C:5](=[O:7])[CH:4]([CH3:10])[CH2:3]1. Reported procedure: Prepared according to the described general procedure 2 (GP2) by reaction of ethyl 4-amino-4-(2,6-dimethoxyphenyl)-2-methylbutanoate with 3-(2-fluoroethoxy)benzaldehyde. Subsequent purification by preparative HPLC afforded the target compound. LC-MS (conditions A): tR=0.82 min.; [M+H]+: 388.02 g/mol.